This data is from the Open Reaction Database (ORD), a public repository of structured organic reaction records. The task is: describe an organic reaction: reactants, conditions, products, and yield Reactants: [Li+].C[Si](C)(C)[N-][Si](C)(C)C (LiHMDS), N1=C(NC2=NC=CC=C21)CC(=O)OCC (ethyl 3H-imidazo[4,5-b]pyridin-2-ylacetate), NC1=C(C=CC=C1)C#N (2-aminobenzenecarbonitrile). The solvent is C1CCOC1 (THF), C1CCOC1 (THF). Run at time 20 minute. Product: NC1=C(C(NC2=CC=CC=C12)=O)C1=NC=2C(=NC=CC2)N1 (4-Amino-3-(3H-imidazo[4,5-b]pyridin-2-yl)quinolin-2(1H)-one). RXN SMILES: [Li+].C[Si]([N-][Si](C)(C)C)(C)C.[N:11]1[C:19]2[C:14](=[N:15][CH:16]=[CH:17][CH:18]=2)[NH:13][C:12]=1[CH2:20][C:21]([O:23]CC)=O.[NH2:26][C:27]1[CH:32]=[CH:31][CH:30]=[CH:29][C:28]=1[C:33]#[N:34]>C1COCC1>[NH2:34][C:33]1[C:28]2[C:27](=[CH:32][CH:31]=[CH:30][CH:29]=2)[NH:26][C:21](=[O:23])[C:20]=1[C:12]1[NH:13][C:14]2=[N:15][CH:16]=[CH:17][CH:18]=[C:19]2[N:11]=1 |f:0.1|. Reported procedure: LiHMDS (3.0 eq) was added to ethyl 3H-imidazo[4,5-b]pyridin-2-ylacetate (1.0 eq) in THF at −78° C. After 20 minutes, a solution of 2-aminobenzenecarbonitrile (1.1 eq) in THF was added. The resulting mixture was allowed to warm to room temperature, stirred for 3 hours, and then refluxed overnight. The mixture was cooled to 0° C. and quenched with an aqueous saturated NH4Cl solution. A precipitate formed, was filtered off, and was washed repeatedly with ether to yield the desired compound as a lig... Procedure: 6′-((3,3-difluorocyclobutyl)methoxy)-4-hydroxyspiro[cyclohexane-1,2′-inden]-1′ (3′H)-one (Intermediate 13, 2.98 g, 8.85 mmol) was dissolved in THF (35 mL) under an atmosphere of nitrogen, and the solution was cooled to 0° C. Potassium tert-butoxide (2.98 g, 26.6 mmol) was added portionwise and the mixture was stirred at 0° C. for 15 min. Methyl iodide (1.11 mL, 17.7 mmol) was added. The cooling bath was removed, and the mixture was stirred at r.t. overnight. Water (200 mL) was added and the resu... Run in CCCCCCC (heptane), C1CCOC1 (THF). As a reaction SMILES: [F:1][C:2]1([F:24])[CH2:5][CH:4]([CH2:6][O:7][C:8]2[CH:16]=[C:15]3[C:11]([CH2:12][C:13]4([CH2:22][CH2:21][CH:20]([OH:23])[CH2:19][CH2:18]4)[C:14]3=[O:17])=[CH:10][CH:9]=2)[CH2:3]1.[CH3:25]C(C)([O-])C.[K+].CI.CCOC(C)=O>C1COCC1.CCCCCCC>[F:1][C:2]1([F:24])[CH2:5][CH:4]([CH2:6][O:7][C:8]2[CH:16]=[C:15]3[C:11]([CH2:12][C:13]4([CH2:22][CH2:21][CH:20]([O:23][CH3:25])[CH2:19][CH2:18]4)[C:14]3=[O:17])=[CH:10][CH:9]=2)[CH2:3]1 |f:1.2|. Yields the product FC1(CC(C1)COC1=CC=C2CC3(C(C2=C1)=O)CCC(CC3)OC)F (6′-((3,3-Difluorocyclobutyl)methoxy)-4-methoxyspiro[cyclohexane-1,2′-inden]-1′(3′H)-one). Yield: 59.7%. Starting materials: CI (Methyl iodide), FC1(CC(C1)COC1=CC=C2CC3(C(C2=C1)=O)CCC(CC3)O)F (6′-((3,3-difluorocyclobutyl)methoxy)-4-hydroxyspiro[cyclohexane-1,2′-inden]-1′ (3′H)-one), FC1(CC(C1)COC1=CC=C2CC3(C(C2=C1)=O)CCC(CC3)O)F (6′-((3,3-difluorocyclobutyl)methoxy)-4-hydroxyspiro[cyclohexane-1,2′-inden]-1′ (3′H)-one), CC(C)([O-])C.[K+] (Potassium tert-butoxide), CCOC(=O)C (EtOAc). Reaction conditions: temperature 0 celsius, time 15 minute. Starting materials: O[C@H]1CN(CC1)C=1C=C(C#N)C=CC1 (3-[(3R)-3-hydroxypyrrolidin-1-yl]benzonitrile), [NH4+].[OH-] (NH4OH). The reagents and catalysts are [Rh] (rhodium on alumina), [Rh] (rhodium on alumina). The solvent is CCO (EtOH). Run at time 2 day. Product: NCC=1C=C(C=CC1)N1C[C@@H](CC1)O ((3R)-1-[3-(Aminomethyl)phenyl]pyrrolidin-3-ol). Isolated yield 871.6%. RXN SMILES: [OH:1][C@@H:2]1[CH2:6][CH2:5][N:4]([C:7]2[CH:8]=[C:9]([CH:12]=[CH:13][CH:14]=2)[C:10]#[N:11])[CH2:3]1.[NH4+].[OH-]>[Rh].CCO>[NH2:11][CH2:10][C:9]1[CH:8]=[C:7]([N:4]2[CH2:5][CH2:6][C@@H:2]([OH:1])[CH2:3]2)[CH:14]=[CH:13][CH:12]=1 |f:1.2|. Procedure details: To 3-[(3R)-3-hydroxypyrrolidin-1-yl]benzonitrile (0.070 g, 0.37 mmol) and 5% rhodium on alumina (15 mg) in abs EtOH (5 mL) was added NH4OH (26%, 1 mL). The resulting mixture was stirred under H2 over night. A second portion of 5% rhodium on alumina (30 mg) was added and the stirring under H2 continued for 2 days. The mixture was filtered through Celite and concentrated to give 0.62 g (69%) of the title compound (purity ˜80%). 1H NMR (400 MHz, CD3OD) δ 7.10 (dd, 1H, J=8.1, 7.6 Hz), 6.56 (d, 1H, J... The reactants are C(C1=CC=CC=C1)(=O)Cl (benzoyl chloride), C(C)(C)(C)OC(=O)NO (N-tert-butoxycarbonyl hydroxylamine). Yields the product C(C1=CC=CC=C1)(=O)ONC(=O)OC(C)(C)C ([(tert-Butoxy)carbonyl]amino benzoate). Reaction SMILES: [C:1](Cl)(=[O:8])[C:2]1[CH:7]=[CH:6][CH:5]=[CH:4][CH:3]=1.[C:10]([O:14][C:15]([NH:17][OH:18])=[O:16])([CH3:13])([CH3:12])[CH3:11]>>[C:1]([O:18][NH:17][C:15]([O:14][C:10]([CH3:13])([CH3:12])[CH3:11])=[O:16])(=[O:8])[C:2]1[CH:7]=[CH:6][CH:5]=[CH:4][CH:3]=1. Procedure: [(tert-Butoxy)carbonyl]amino benzoate is prepared from benzoyl chloride and N-tert-butoxycarbonyl hydroxylamine according to Scheme 1 described by Carpino et al. J. Am. Chem. Soc. 1959, 955-957. (7.2 g, 80%), 1H NMR (250 MHz, DMSO-d6) δ ppm 10.89 (1H, br. s.), 7.90-8.12 (2H, m), 7.68-7.82 (1H, m), 7.51-7.65 (2H, m), 1.43 (9H, s). Reactants: C(C)(C)(C)C1=NN(C(=C1)NC(=O)OC1=CC=CC=C1)CC(=O)OCC (ethyl 2-[3-tert-butyl-5-(phenoxycarbonylamino)-1H-pyrazol-1-yl]acetate), Example 166A, COC=1C=C2C(=NC=NC2=CC1OCCOC)OC=1C=C(N)C=CC1 (3-(6-methoxy-7-(2-methoxyethoxy)quinazolin-4-yloxy)aniline), C(C)(C)N(C(C)C)CC (N,N-diisopropylethylamine). The solvent is C1CCOC1 (THF). Yields the product C(C)(C)(C)C1=NN(C(=C1)NC(=O)NC1=CC(=CC=C1)OC1=NC=NC2=CC(=C(C=C12)OC)OCCOC)CC(=O)OCC (ethyl 2-[3-tert-butyl-5-(3-{3-[6-methoxy-7-(2-methoxyethoxy)quinazolin-4-yloxy]phenyl}ureido)-1H-pyrazol-1-yl]acetate). As a reaction SMILES: [C:1]([C:5]1[CH:9]=[C:8]([NH:10][C:11]([O:13]C2C=CC=CC=2)=O)[N:7]([CH2:20][C:21]([O:23][CH2:24][CH3:25])=[O:22])[N:6]=1)([CH3:4])([CH3:3])[CH3:2].[CH3:26][O:27][C:28]1[CH:29]=[C:30]2[C:35](=[CH:36][C:37]=1[O:38][CH2:39][CH2:40][O:41][CH3:42])[N:34]=[CH:33][N:32]=[C:31]2[O:43][C:44]1[CH:45]=[C:46]([CH:48]=[CH:49][CH:50]=1)[NH2:47].C(N(CC)C(C)C)(C)C>C1COCC1>[C:1]([C:5]1[CH:9]=[C:8]([NH:10][C:11]([NH:47][C:46]2[CH:48]=[CH:49][CH:50]=[C:44]([O:43][C:31]3[C:30]4[C:35](=[CH:36][C:37]([O:38][CH2:39][CH2:40][O:41][CH3:42])=[C:28]([O:27][CH3:26])[CH:29]=4)[N:34]=[CH:33][N:32]=3)[CH:45]=2)=[O:13])[N:7]([CH2:20][C:21]([O:23][CH2:24][CH3:25])=[O:22])[N:6]=1)([CH3:2])([CH3:3])[CH3:4]. Reported procedure: Using the procedure described in Example 159B, ethyl 2-[3-tert-butyl-5-(phenoxycarbonylamino)-1H-pyrazol-1-yl]acetate described in Example 166A (0.138 g, 0.4 mmol) was reacted with 3-(6-methoxy-7-(2-methoxyethoxy)quinazolin-4-yloxy)aniline from Example 117B (0.137 g, 0.4 mmol), and N,N-diisopropylethylamine (0.5 mL) in THF (6 mL) at 50° C. for 7 hours, to afford ethyl 2-[3-tert-butyl-5-(3-{3-[6-methoxy-7-(2-methoxyethoxy)quinazolin-4-yloxy]phenyl}ureido)-1H-pyrazol-1-yl]acetate as solid. Reactants: N1N=CC(=C1)C1=CC2=C(C=3N=C(SC3CCO2)C(=O)O)C=C1 (8-(1H-Pyrazol-4-yl)-4,5-dihydro-6-oxa-3-thia-1-aza-benzo[e]azulene-2-carboxylic acid), C(C)(C)N1C[C@@H](CC1)CNC ((S)-1-(1-isopropylpyrrolidin-3-yl)-N-methylmethanamine). The product is C(C)(C)N1C[C@H](CC1)CN(C(=O)C=1SC=2CCOC3=C(C2N1)C=CC(=C3)C=3C=NNC3)C (8-(1H-Pyrazol-4-yl)-4,5-dihydro-6-oxa-3-thia-1-aza-benzo[e]azulene-2-carboxylic acid ((S)-1-isopropyl-pyrrolidin-3-ylmethyl)-methyl-amide). As a reaction SMILES: [NH:1]1[CH:5]=[C:4]([C:6]2[CH:22]=[CH:21][C:9]3[C:10]4[N:11]=[C:12]([C:18]([OH:20])=O)[S:13][C:14]=4[CH2:15][CH2:16][O:17][C:8]=3[CH:7]=2)[CH:3]=[N:2]1.[CH:23]([N:26]1[CH2:30][CH2:29][C@@H:28]([CH2:31][NH:32][CH3:33])[CH2:27]1)([CH3:25])[CH3:24]>>[CH:23]([N:26]1[CH2:30][CH2:29][C@H:28]([CH2:31][N:32]([CH3:33])[C:18]([C:12]2[S:13][C:14]3[CH2:15][CH2:16][O:17][C:8]4[CH:7]=[C:6]([C:4]5[CH:3]=[N:2][NH:1][CH:5]=5)[CH:22]=[CH:21][C:9]=4[C:10]=3[N:11]=2)=[O:20])[CH2:27]1)([CH3:25])[CH3:24]. Procedure: Following Example 216, to a well stirred solution of 8-(1H-Pyrazol-4-yl)-4,5-dihydro-6-oxa-3-thia-1-aza-benzo[e]azulene-2-carboxylic acid and (S)-1-(1-isopropylpyrrolidin-3-yl)-N-methylmethanamine to give 222. MS: (ESI+)=452.2 Starting materials: CCC(NC(=O)OC(C)(C)C)C(=O)c1nc2ccccc2o1, ClCCl, Cl, C1COCCO1. The product is Cl, CCC(N)C(=O)c1nc2ccccc2o1. As a reaction SMILES: [C:2]([O:3][C:4](=[O:5])[NH:8][CH:9]([CH2:10][CH3:11])[C:12](=[O:13])[c:14]1[o:15][c:16]2[c:17]([n:18]1)[cH:19][cH:20][cH:21][cH:22]2)([CH3:6])([CH3:7])[CH3:23].[CH2:30]([Cl:31])[Cl:32].[ClH:1].[O:24]1[CH2:25][CH2:26][O:27][CH2:28][CH2:29]1>>[ClH:1].[NH2:8][CH:9]([CH2:10][CH3:11])[C:12](=[O:13])[c:14]1[o:15][c:16]2[c:17]([n:18]1)[cH:19][cH:20][cH:21][cH:22]2.